Dataset: the Open Reaction Database (ORD), a public repository of structured organic reaction records. Task: describe an organic reaction: reactants, conditions, products, and yield Reactants: BrC=1C=C(C=C(C1)Br)O[Si](C(C)C)(C(C)C)C(C)C (3,5-dibromotriisopropylsiloxybenzene), C(=O)([O-])[O-].[Cs+].[Cs+] (Cs2CO3), NC=1C=CC(=NC1)C#N (5-amino-pyridine-2-carbonitrile). The reagents and catalysts are C=1C=CC(=CC1)[P](C=2C=CC=CC2)(C=3C=CC=CC3)[Pd]([P](C=4C=CC=CC4)(C=5C=CC=CC5)C=6C=CC=CC6)([P](C=7C=CC=CC7)(C=8C=CC=CC8)C=9C=CC=CC9)[P](C=1C=CC=CC1)(C=1C=CC=CC1)C=1C=CC=CC1 (Pd(PPh3)4), CC1(C2=C(C(=CC=C2)P(C3=CC=CC=C3)C4=CC=CC=C4)OC5=C(C=CC=C51)P(C6=CC=CC=C6)C7=CC=CC=C7)C (Xantphos). Solvent: O1CCOCC1 (1,4-dioxane). Reaction conditions: temperature 100 celsius. Product: BrC=1C=C(C=C(C1)O[Si](C(C)C)(C(C)C)C(C)C)NC1=CC=C(C#N)C=C1 (4-(3-bromo-5-triisopropylsilanyloxy-phenylamino)-benzonitrile). Yield: 46.4%. As a reaction SMILES: Br[C:2]1[CH:3]=[C:4]([O:9][Si:10]([CH:17]([CH3:19])[CH3:18])([CH:14]([CH3:16])[CH3:15])[CH:11]([CH3:13])[CH3:12])[CH:5]=[C:6]([Br:8])[CH:7]=1.[C:20]([O-])([O-])=O.[Cs+].[Cs+].[NH2:26][C:27]1[CH:28]=[CH:29][C:30]([C:33]#[N:34])=N[CH:32]=1>O1CCOCC1.C1C=CC([P]([Pd]([P](C2C=CC=CC=2)(C2C=CC=CC=2)C2C=CC=CC=2)([P](C2C=CC=CC=2)(C2C=CC=CC=2)C2C=CC=CC=2)[P](C2C=CC=CC=2)(C2C=CC=CC=2)C2C=CC=CC=2)(C2C=CC=CC=2)C2C=CC=CC=2)=CC=1.CC1(C)C2C(=C(P(C3C=CC=CC=3)C3C=CC=CC=3)C=CC=2)OC2C(P(C3C=CC=CC=3)C3C=CC=CC=3)=CC=CC1=2>[Br:8][C:6]1[CH:7]=[C:2]([NH:26][C:27]2[CH:32]=[CH:20][C:30]([C:33]#[N:34])=[CH:29][CH:28]=2)[CH:3]=[C:4]([O:9][Si:10]([CH:17]([CH3:19])[CH3:18])([CH:14]([CH3:16])[CH3:15])[CH:11]([CH3:13])[CH3:12])[CH:5]=1 |f:1.2.3,^1:44,46,65,84|. Procedure details: To 1.0 g (2.45 mmol) of 3,5-dibromotriisopropylsiloxybenzene in 20.0 mL of anhydrous 1,4-dioxane was added 1.12 g (3.43 mmol) of Cs2CO3, 0.32 g (2.7 mmol) of 5-amino-pyridine-2-carbonitrile and 43 mg (0.074 mmol) Xantphos. The reaction mixture was deoxygenated by bubbling argon for 30 mins and then treated with 57 mg (0.049 mmol) of Pd(PPh3)4. The reaction vial was capped and heated at 100° C. for 4 hours. The reaction mixture was cooled to room temperature, filtered through Celite®, and the fil... The reactants are FC([C@](C)(O)C1=CC=C(C=C1)N1[C@H](CN(CC1)S(=O)(=O)C=1SC=CC1)CN1CC2CCC(C1)O2)(F)F ((2R)-1,1,1-trifluoro-2-(4-((2S)-2-(8-oxa-3-azabicyclo[3.2.1]oct-3-ylmethyl)-4-(2-thiophenylsulfonyl)-1-piperazinyl)phenyl)-2-propanol), C=1N=C(C2=C(N1)N(C=N2)[C@H]3[C@@H]([C@@H]([C@H](O3)COP(=O)(O)OP(=O)(O)OC[C@@H]4[C@H]([C@H]([C@@H](O4)N5C=CCC(=C5)C(=O)N)O)O)O)OP(=O)(O)O)N (NADPH), FC([C@@](C)(O)C1=CC=C(C=C1)N1[C@@H](CN(CC1)S(=O)(=O)C=1SC=CC1)CN1CC2CCC(C1)O2)(F)F ((2S)-1,1,1-trifluoro-2-(4-((2R)-2-(8-oxa-3-azabicyclo[3.2.1]oct-3-ylmethyl)-4-(2-thiophenylsulfonyl)-1-piperazinyl)phenyl)-2-propanol), FC([C@@](C)(O)C1=CC=C(C=C1)N1[C@H](CN(CC1)S(=O)(=O)C=1SC=CC1)CN1CC2CCC(C1)O2)(F)F ((2S)-1,1,1-trifluoro-2-(4-((2S)-2-(8-oxa-3-azabicyclo[3.2.1]oct-3-ylmethyl)-4-(2-thiophenylsulfonyl)-1-piperazinyl)phenyl)-2-propanol). Procedure details: (2R)-1,1,1-trifluoro-2-(4-((2S)-2-(8-oxa-3-azabicyclo[3.2.1]oct-3-ylmethyl)-4-(2-thiophenylsulfonyl)-1-piperazinyl)phenyl)-2-propanol; (2S)-1,1,1-trifluoro-2-(4-((2R)-2-(8-oxa-3-azabicyclo[3.2.1]oct-3-ylmethyl)-4-(2-thiophenylsulfonyl)-1-piperazinyl)phenyl)-2-propanol; (2S)-1,1,1-trifluoro-2-(4-((2S)-2-(8-oxa-3-azabicyclo[3.2.1]oct-3-ylmethyl)-4-(2-thiophenylsulfonyl)-1-piperazinyl)phenyl)-2-propanol. 1H NMR (400 MHz, CD3OD) δ 7.91-7.89 (m, 1H), 7.68-7.66 (m, 1H), 7.47-7.45 (d, J=8.8 Hz, 2H), 7.... The product is FC([C@](C)(O)C1=CC=C(C=C1)N1[C@@H](CN(CC1)S(=O)(=O)C=1SC=CC1)CN1CC2CCC(C1)O2)(F)F ((2R)-1,1,1-trifluoro-2-(4-((2R)-2-(8-oxa-3-azabicyclo[3.2.1]oct-3-ylmethyl)-4-(2-thiophenylsulfonyl)-1-piperazinyl)phenyl)-2-propanol). Reaction SMILES: [F:1][C:2]([F:36])([F:35])[C@@:3]([C:6]1[CH:11]=[CH:10][C:9]([N:12]2[CH2:17][CH2:16][N:15]([S:18]([C:21]3[S:22][CH:23]=[CH:24][CH:25]=3)(=[O:20])=[O:19])[CH2:14][C@@H:13]2[CH2:26][N:27]2[CH2:33][CH:32]3[O:34][CH:29]([CH2:30][CH2:31]3)[CH2:28]2)=[CH:8][CH:7]=1)([OH:5])[CH3:4].FC(F)(F)[C@](C1C=CC(N2CCN(S(C3SC=CC=3)(=O)=O)C[C@H]2CN2CC3OC(CC3)C2)=CC=1)(O)C.FC(F)(F)[C@](C1C=CC(N2CCN(S(C3SC=CC=3)(=O)=O)C[C@@H]2CN2CC3OC(CC3)C2)=CC=1)(O)C.C1N=C(N)C2N=CN([C@@H]3O[C@H](COP(OP(OC[C@H]4O[C@@H](N5C=C(C(N)=O)CC=C5)[C@H](O)[C@@H]4O)(O)=O)(O)=O)[C@@H](O)[C@H]3OP(O)(O)=O)C=2N=1>>[F:36][C:2]([F:1])([F:35])[C@@:3]([C:6]1[CH:7]=[CH:8][C:9]([N:12]2[CH2:17][CH2:16][N:15]([S:18]([C:21]3[S:22][CH:23]=[CH:24][CH:25]=3)(=[O:19])=[O:20])[CH2:14][C@H:13]2[CH2:26][N:27]2[CH2:33][CH:32]3[O:34][CH:29]([CH2:30][CH2:31]3)[CH2:28]2)=[CH:10][CH:11]=1)([OH:5])[CH3:4]. Reactants: C(C)(C)(C)N1CC2(CCN(CC2)C(=O)OC(C)(C)C)OC(C1)C(CO)O (tert-butyl 8-tert-butyl-10-(1,2-dihydroxyethyl)-11-oxa-3,8-diazaspiro[5.5]undecane-3-carboxylate), I(=O)(=O)(=O)[O-].[Na+] (sodium periodate), O (water), I(=O)(=O)(=O)[O-].[Na+] (sodium periodate), [BH4-].[Na+] (sodium borohydride). The solvent is [Cl-].[Na+].O (brine), C(C)(=O)OCC (ethyl acetate), O1CCCC1 (tetrahydrofuran), CO.ClCCl (methanol dichloromethane). Reaction conditions: temperature 40 celsius, time 16 hour. The product is C(C)(C)(C)N1CC2(CCN(CC2)C(=O)OC(C)(C)C)OC(C1)CO (tert-butyl 8-tert-butyl-10-(hydroxymethyl)-11-oxa-3,8-diazaspiro[5.5]undecane-3-carboxylate). Yield: 71.2%. Reaction SMILES: [C:1]([N:5]1[CH2:22][CH:21]([CH:23]([OH:26])CO)[O:20][C:7]2([CH2:12][CH2:11][N:10]([C:13]([O:15][C:16]([CH3:19])([CH3:18])[CH3:17])=[O:14])[CH2:9][CH2:8]2)[CH2:6]1)([CH3:4])([CH3:3])[CH3:2].I([O-])(=O)(=O)=O.[Na+].O.[BH4-].[Na+]>O1CCCC1.[Cl-].[Na+].O.C(OCC)(=O)C.CO.ClCCl>[C:1]([N:5]1[CH2:22][CH:21]([CH2:23][OH:26])[O:20][C:7]2([CH2:12][CH2:11][N:10]([C:13]([O:15][C:16]([CH3:17])([CH3:18])[CH3:19])=[O:14])[CH2:9][CH2:8]2)[CH2:6]1)([CH3:2])([CH3:3])[CH3:4] |f:1.2,4.5,7.8.9,11.12|. Reported procedure: To a solution of tert-butyl 8-tert-butyl-10-(1,2-dihydroxyethyl)-11-oxa-3,8-diazaspiro[5.5]undecane-3-carboxylate (1.10 g, 2.95 mmol) in tetrahydrofuran (22 mL) was added sodium periodate (1.58 g, 7.38 mmol) and water (8.0 mL), resulting in a thick white precipitate. The reaction mixture was heated at 40° C. for 3 h, then additional sodium periodate added (2.95 mmol) and the mixture stirred for 16 h. The reaction mixture was filtered through Celite and rinsed with tetrahydrofuran (30 mL). The fi... Starting materials: ( ν ), CSCCl (CH3SCH2Cl), [H][H] (hydrogen), C[C@]12CC[C@@H]3C=4C=CC(=CC4CC[C@H]3[C@@H]1CCC2=O)O (estrone), ( g ), [H-].[Na+] (NaH), EtOAc Hexanes. The reagents and catalysts are CN(C)C=1C=CN=CC1 (DMAP). Run in O (water), C(Cl)(Cl)Cl (CHCl3), CN(C)C=O (DMF). Conditions: temperature 4 celsius, time 16 hour. Yields the product CSCOC1=CC=2CC[C@H]3[C@@H]4CCC([C@@]4(C)CC[C@@H]3C2C=C1)=O (3-Methylthiomethyloxy-1,3,5(10)-estratrien-17-one). Reaction SMILES: [CH3:1][C@@:2]12[C:18](=[O:19])[CH2:17][CH2:16][C@H:15]1[C@H:14]1[C@@H:5]([C:6]3[CH:7]=[CH:8][C:9]([OH:20])=[CH:10][C:11]=3[CH2:12][CH2:13]1)[CH2:4][CH2:3]2.[H-].[Na+].[H][H].[CH3:25][S:26][CH2:27]Cl>CN(C=O)C.CN(C1C=CN=CC=1)C.C(Cl)(Cl)Cl.O>[CH3:25][S:26][CH2:27][O:20][C:9]1[CH:8]=[CH:7][C:6]2[C@@H:5]3[C@H:14]([C@H:15]4[C@@:2]([CH2:3][CH2:4]3)([CH3:1])[C:18](=[O:19])[CH2:17][CH2:16]4)[CH2:13][CH2:12][C:11]=2[CH:10]=1 |f:1.2|. Reported procedure: To a solution of estrone (2.0 g, 7.39 mmol) in anhydrous DMF under Ar (g), was added NaH (60% in oil, 0.26g, 11.0 mmol). After the evolution of hydrogen had ceased, the solution was cooled in an ice bath for the addition of CH3SCH2Cl (3.56 g, 36.9 mmol, 3.08 mL) and DMAP (0.09 g, 7.0 mmol). The solution was stirred in a cold room (4° C.) for 16 hours. The reaction was stopped with cold water, extracted with ethyl acetate, wash with water and brine, dry over MgSO4, filtered and concentrated under... The reactants are CO, N#CC=Cc1c[nH]c(-c2ccc(F)cc2)c1-c1ccncc1, C1CCOC1. Product: N#CCCc1c[nH]c(-c2ccc(F)cc2)c1-c1ccncc1. As a reaction SMILES: [CH3:28][OH:29].[F:1][c:2]1[cH:3][cH:4][c:5](-[c:8]2[nH:9][cH:10][c:11]([CH:19]=[CH:20][C:21]#[N:22])[c:12]2-[c:13]2[cH:14][cH:15][n:16][cH:17][cH:18]2)[cH:6][cH:7]1.[O:23]1[CH2:24][CH2:25][CH2:26][CH2:27]1>>[F:1][c:2]1[cH:3][cH:4][c:5](-[c:8]2[nH:9][cH:10][c:11]([CH2:19][CH2:20][C:21]#[N:22])[c:12]2-[c:13]2[cH:14][cH:15][n:16][cH:17][cH:18]2)[cH:6][cH:7]1.